Dataset: the Open Reaction Database (ORD), a public repository of structured organic reaction records. Task: describe an organic reaction: reactants, conditions, products, and yield The reactants are C(=O)(OCC1=CC=CC=C1)N[C@@H](C)C(=O)O (carbobenzoxy-L-alanine), P(Cl)(Cl)(Cl)(Cl)Cl (phosphorus pentachloride). Solvent: O1CCCC1 (tetrahydrofuran), O1CCCC1 (tetrahydrofuran). Product: C(=O)(OCC1=CC=CC=C1)N[C@@H](C)C(=O)Cl (carbobenzoxy-L-alanyl chloride). RXN SMILES: [C:1]([NH:11][C@H:12]([C:14]([OH:16])=O)[CH3:13])([O:3][CH2:4][C:5]1[CH:10]=[CH:9][CH:8]=[CH:7][CH:6]=1)=[O:2].P(Cl)(Cl)(Cl)(Cl)[Cl:18]>O1CCCC1>[C:1]([NH:11][C@H:12]([C:14]([Cl:18])=[O:16])[CH3:13])([O:3][CH2:4][C:5]1[CH:10]=[CH:9][CH:8]=[CH:7][CH:6]=1)=[O:2]. Procedure details: (1)A solution of carbobenzoxy-L-alanine (4.48 g) in tetrahydrofuran (15 ml) is mixed with phosphorus pentachloride (4.58 g) to give a solution of carbobenzoxy-L-alanyl chloride in tetrahydrofuran, which is added to a solution of 1-(2-benzoyl-4-chlorophenyl)-2-(1-amino-1-dimethylcarbamoylmethylene)hydrazine (3.45 g) in tetrahydrofuran (70 ml) and dimethylformamide (20 ml). The resultant mixture is stirred at room temperature for 1 hour, mixed with potassium carbonate (1.38 g), stirred for 4 hours... The reactants are BrC=1C=C2C(C3=C(CCN2C1Br)C=CC=C3)=O (2,3-dibromo-6,11-dihydro-5 H-pyrrolo[2,1-b][3]benzazepin-11-one), C(C)O (ethanol), [H][H] (hydrogen). The reagents and catalysts are [Pd] (Pd on charcoal). The solvent is C(C)N(CC)CC (triethylamine). The product is C=1C=CN2C1C(C1=C(CC2)C=CC=C1)=O (6,11-dihydro-5H-pyrrolo-[2,1-b][3]benzazepin-11-one). As a reaction SMILES: Br[C:2]1[CH:3]=[C:4]2[N:10]([C:11]=1Br)[CH2:9][CH2:8][C:7]1[CH:13]=[CH:14][CH:15]=[CH:16][C:6]=1[C:5]2=[O:17].C(O)C.[H][H]>[Pd].C(N(CC)CC)C>[CH:3]1[CH:2]=[CH:11][N:10]2[CH2:9][CH2:8][C:7]3[CH:13]=[CH:14][CH:15]=[CH:16][C:6]=3[C:5](=[O:17])[C:4]=12. Procedure details: A suspension of 25 g. (0.070 mole) of 2,3-dibromo-6,11-dihydro-5 H-pyrrolo[2,1-b][3]benzazepin-11-one in 200 ml. ethanol containing 25 ml. of triethylamine and 1 gm. of 10% Pd on charcoal was hydrogenated under 3 atmospheres of hydrogen to yield 6,11-dihydro-5H-pyrrolo-[2,1-b][3]benzazepin-11-one, m.p. 54°-55° C. after removal of catalyst, recrystallization from petroleum ether and drying under vacuum. The same compound is also obtained by hydrogenolysis of the 2,3-dichloro ketone and the 1,2,3-... Reactants: CC(=O)O, COc1ccnc(N)n1, O=C1CCC(=O)N1I. The product is COc1nc(N)ncc1I. As a reaction SMILES: [CH3:18][C:19](=[O:20])[OH:21].[CH3:1][O:2][c:3]1[n:4][c:5]([NH2:9])[n:6][cH:7][cH:8]1.[I:10][N:11]1[C:12](=[O:13])[CH2:14][CH2:15][C:16]1=[O:17]>>[CH3:1][O:2][c:3]1[n:4][c:5]([NH2:9])[n:6][cH:7][c:8]1[I:10]. Reactants: [H-].[Na+] (sodium hydride), C(CC(=O)OCC)(=O)OCC (diethyl malonate), BrCCCC=C (5-bromo-1-pentene). Solvent: CN(C)C=O (DMF). Run at temperature 0 celsius, time 14 hour. The product is C(C)OC(C(C(=O)OCC)CCCC=C)=O (2-Pent-4-enyl-malonic acid diethyl ester). Yield: 101.1%. Reaction SMILES: [H-].[Na+].[C:3]([O:11][CH2:12][CH3:13])(=[O:10])[CH2:4][C:5]([O:7][CH2:8][CH3:9])=[O:6].Br[CH2:15][CH2:16][CH2:17][CH:18]=[CH2:19]>CN(C=O)C>[CH2:12]([O:11][C:3](=[O:10])[CH:4]([CH2:19][CH2:18][CH2:17][CH:16]=[CH2:15])[C:5]([O:7][CH2:8][CH3:9])=[O:6])[CH3:13] |f:0.1|. Procedure details: A mixture of sodium hydride (60% in mineral oil, 2.4 g, 60.5 mmol, 1.1 eq) and diethyl malonate (8.34 mL, 55 mmol, 1 eq) in DMF (200 mL) was cooled to 0° C. and 5-bromo-1-pentene (6.5 mL, 55 mmol, 1 eq) was added dropwise. The reaction mixture was warmed to rt, stirred for 14 hours and then partitioned between ether and water. The layers were separated, the aqueous layer was extracted with ether (2×250 mL) and the combined organic phases were washed with water (2×) and brine, dried over MgSO4 an... Starting materials: [N+](=O)([O-])C1=CC=C2C=CN=CC2=C1C(F)(F)F (7-nitro-8-trifluoromethylisoquinoline). The reagents and catalysts are [Zn] (zinc). The solvent is C(C)(=O)O (acetic acid). The product is NC1=CC=C2C=CN=CC2=C1C(F)(F)F (7-amino-8-trifluoromethylisoquinoline). Reaction SMILES: [N+:1]([C:4]1[C:13]([C:14]([F:17])([F:16])[F:15])=[C:12]2[C:7]([CH:8]=[CH:9][N:10]=[CH:11]2)=[CH:6][CH:5]=1)([O-])=O>[Zn].C(O)(=O)C>[NH2:1][C:4]1[C:13]([C:14]([F:17])([F:15])[F:16])=[C:12]2[C:7]([CH:8]=[CH:9][N:10]=[CH:11]2)=[CH:6][CH:5]=1. Reported procedure: Reducing the 7-nitro group of 7-nitro-8-trifluoromethylisoquinoline with zinc and acetic acid by the procedure of Example 17 gives 7-amino-8-trifluoromethylisoquinoline. Hydrogenating by the procedure of Example 9 gives 7-amino-8-trifluoromethyl-1,2,3,4-tetrahydroisoquinoline.